From a dataset of the Open Reaction Database (ORD), a public repository of structured organic reaction records. describe an organic reaction: reactants, conditions, products, and yield The reactants are Cl (hydrogen chloride), C(C)(C)C1=C(N)C(=CC=C1)C(C)C (2,6-diisopropylaniline), C=O (formaldehyde), N1CCOCC1 (morpholine), C(C)(=O)O (acetic acid). Run in C(C)O (ethanol), C(C)O (ethanol). As a reaction SMILES: [CH:1]([C:4]1[CH:10]=[CH:9][CH:8]=[C:7]([CH:11]([CH3:13])[CH3:12])[C:5]=1[NH2:6])([CH3:3])[CH3:2].C=O.[NH:16]1[CH2:21][CH2:20][O:19][CH2:18][CH2:17]1.[C:22](O)(=O)C.Cl>C(O)C>[CH:11]([C:7]1[CH:8]=[C:9]([CH2:22][N:16]2[CH2:21][CH2:20][O:19][CH2:18][CH2:17]2)[CH:10]=[C:4]([CH:1]([CH3:3])[CH3:2])[C:5]=1[NH2:6])([CH3:13])[CH3:12]. The product is hydrochloride salt, C(C)(C)C1=C(N)C(=CC(=C1)CN1CCOCC1)C(C)C (2,6-Diisopropyl-4-morpholinomethylaniline). Procedure details: A solution of 2,6-diisopropylaniline (35.45 g, 0.20 mol), 37% aqueous formaldehyde (16.2 mL, 0.20 mol), morpholine (17.42 g, 0.20 mol), acetic acid (6.00 g, 0.10 mol), and ethanol (25 mL) were reacted under conditions similar to Example 1. After concentration on the rotary evaporator, the residue was dissolved in diethyl ether and washed with aqueous sodium bicarbonate and water. After drying the ether solution, a solution of hydrogen chloride (0.20 mol) in ethanol was added. Filtration and dryi... The yield is 172.1%. Starting materials: C1CCOC1, [H-], CCOC(=O)c1cnc2c(N)nc3cc(C)ccc3c2c1. Yields the product CCc1cnc2c(N)nc3cc(C)ccc3c2c1. Reaction SMILES: [CH2:23]1[O:24][CH2:25][CH2:26][CH2:27]1.[H-:22].[NH2:1][c:2]1[n:3][c:4]2[c:5]([c:6]3[cH:7][c:8]([C:12]([O:13][CH2:14][CH3:15])=[O:16])[cH:9][n:10][c:11]13)[cH:17][cH:18][c:19]([CH3:21])[cH:20]2>>[NH2:1][c:2]1[n:3][c:4]2[c:5]([c:6]3[cH:7][c:8]([CH2:12][CH3:23])[cH:9][n:10][c:11]13)[cH:17][cH:18][c:19]([CH3:21])[cH:20]2. Starting materials: FC1=CC=C2C(=NNC2=C1)N1CCN(CC1)CCN1C(C=2C(C1=O)=CC=CC2)=O (N-[2-[4-(6-fluoro-1H-indazol-3-yl)-1-piperazinyl]ethyl]phthalimide), Cl (HCl), CCOCC (ether). Run in CO (methanol). Run at time 1 hour. The product is Cl.FC1=CC=C2C(=NNC2=C1)N1CCN(CC1)CCN1C(C=2C(C1=O)=CC=CC2)=O (N-[2-[4-(6-Fluoro-1H-indazol-3-yl)-1-piperazinyl]ethyl]phthalimide hydrochloride). Reaction SMILES: [F:1][C:2]1[CH:10]=[C:9]2[C:5]([C:6]([N:11]3[CH2:16][CH2:15][N:14]([CH2:17][CH2:18][N:19]4[C:23](=[O:24])[C:22]5=[CH:25][CH:26]=[CH:27][CH:28]=[C:21]5[C:20]4=[O:29])[CH2:13][CH2:12]3)=[N:7][NH:8]2)=[CH:4][CH:3]=1.[ClH:30].CCOCC>CO>[ClH:30].[F:1][C:2]1[CH:10]=[C:9]2[C:5]([C:6]([N:11]3[CH2:16][CH2:15][N:14]([CH2:17][CH2:18][N:19]4[C:23](=[O:24])[C:22]5=[CH:25][CH:26]=[CH:27][CH:28]=[C:21]5[C:20]4=[O:29])[CH2:13][CH2:12]3)=[N:7][NH:8]2)=[CH:4][CH:3]=1 |f:4.5|. Reported procedure: A 5.0 g sample of N-[2-[4-(6-fluoro-1H-indazol-3-yl)-1-piperazinyl]ethyl]phthalimide was suspended in methanol (130 ml) and was made acidic with ethereal-HCl. After stirring for 1 hour, anhydrous ether (100 ml) was added and the suspension was stirred for an additional 30 minutes. The solid was collected and dried to afford 4.5 g of an off-white powder. This was combined with an additional sample (7.3 g total) and recrystallization from MeOH gave 4.3 g of the salt as an off-white powder, mp=265°... Starting materials: Cl(=O)[O-].[Na+] (sodium chlorite), P(=O)(O)(O)[O-].[Na+] (sodium dihydrogen phosphate), S1C(=NC2=C1C=CC=C2)OCC2CN(CCC2)C2=C(C=O)C=CC=C2 (2-[3-[(benzothiazol-2-yl)oxymethyl]piperidin-1-yl]benzaldehyde), CC(C)=CC (2-methyl-2-butene), Cl (hydrochloric acid). Run in C(C)(C)(C)O (tert-butanol). Reaction conditions: time 5 hour. Yields the product S1C(=NC2=C1C=CC=C2)OCC2CN(CCC2)C2=C(C(=O)O)C=CC=C2 (2-[3-[(Benzothiazol-2-yl)oxymethyl]piperidin-1-yl]benzoic acid). Isolated yield 70.9%. Reaction SMILES: Cl([O-])=O.[Na+].P([O-])(O)(O)=[O:6].[Na+].[S:11]1[C:15]2[CH:16]=[CH:17][CH:18]=[CH:19][C:14]=2[N:13]=[C:12]1[O:20][CH2:21][CH:22]1[CH2:27][CH2:26][CH2:25][N:24]([C:28]2[CH:35]=[CH:34][CH:33]=[CH:32][C:29]=2[CH:30]=[O:31])[CH2:23]1.CC(=CC)C.Cl>C(O)(C)(C)C>[S:11]1[C:15]2[CH:16]=[CH:17][CH:18]=[CH:19][C:14]=2[N:13]=[C:12]1[O:20][CH2:21][CH:22]1[CH2:27][CH2:26][CH2:25][N:24]([C:28]2[CH:35]=[CH:34][CH:33]=[CH:32][C:29]=2[C:30]([OH:6])=[O:31])[CH2:23]1 |f:0.1,2.3|. Reported procedure: An aqueous solution (1 mL) of sodium chlorite (7.46 mg, 0.0660 mmol) and sodium dihydrogen phosphate (6.89 mg, 0.0574 mmol) was added to a solution of 2-[3-[(benzothiazol-2-yl)oxymethyl]piperidin-1-yl]benzaldehyde (10.1 mg, 0.0287 mmol) and 2-methyl-2-butene (0.00912 mL, 0.0861 mmol) in tert-butanol (3 mL). The mixture was stirred at room temperature for 5 hours. Subsequently, 2 mol/L hydrochloric acid was added to make the mixture acidic. The mixture was then extracted with ethyl acetate and wa...